Task: describe an organic reaction: reactants, conditions, products, and yield. Dataset: the Open Reaction Database (ORD), a public repository of structured organic reaction records Starting materials: C(C)O (ethanol), Cl (hydrochloric acid), C(C)OC(CCCN1N=CC(=C1)C1=CC(=CC=2C(C3=CC=CC=C3C12)(C(F)(F)F)O)C)=O (4-[4-(9-hydroxy-2-methyl-9-trifluoromethyl-9H-fluoren-4-yl)-pyrazol-1-yl]-butyric acid ethyl ester), [OH-].[Na+] (sodium hydroxide). Run in O (water). Reaction conditions: time 1.5 hour. Product: OC1(C2=CC=CC=C2C=2C(=CC(=CC12)C)C=1C=NN(C1)CCCC(=O)O)C(F)(F)F ((+)-4-[4-(9-hydroxy-2-methyl-9-trifluoromethyl-9H-fluoren-4-yl)-pyrazol-1-yl]-butyric acid). Yield: 102.2%. As a reaction SMILES: C(O)C.C([O:6][C:7](=[O:35])[CH2:8][CH2:9][CH2:10][N:11]1[CH:15]=[C:14]([C:16]2[C:28]3[C:27]4[C:22](=[CH:23][CH:24]=[CH:25][CH:26]=4)[C:21]([OH:33])([C:29]([F:32])([F:31])[F:30])[C:20]=3[CH:19]=[C:18]([CH3:34])[CH:17]=2)[CH:13]=[N:12]1)C.[OH-].[Na+].Cl>O>[OH:33][C:21]1([C:29]([F:31])([F:32])[F:30])[C:20]2[CH:19]=[C:18]([CH3:34])[CH:17]=[C:16]([C:14]3[CH:13]=[N:12][N:11]([CH2:10][CH2:9][CH2:8][C:7]([OH:35])=[O:6])[CH:15]=3)[C:28]=2[C:27]2[C:22]1=[CH:23][CH:24]=[CH:25][CH:26]=2 |f:2.3|. Procedure: To a mixture of ethanol (5.4 ml) and an optically active form (3.55 g) of 4-[4-(9-hydroxy-2-methyl-9-trifluoromethyl-9H-fluoren-4-yl)-pyrazol-1-yl]-butyric acid ethyl ester was added 2N aqueous sodium hydroxide solution (18 ml), and the mixture was stirred at room temperature for 1.5 hr. The reaction mixture was acidified with 2N hydrochloric acid (36 ml). To this mixture was added water (36 ml), and the mixture was extracted 3 times with ethyl acetate (30 ml). The combined organic layer was was... Starting materials: O=C([O-])[O-], CN1CCNCC1, CC(Nc1ncnc2[nH]c(-c3ccc(CCl)cc3)cc12)c1ccccc1, [K+], [K+], CN(C)C=O. Product: CC(Nc1ncnc2[nH]c(-c3ccc(CN4CCN(C)CC4)cc3)cc12)c1ccccc1. As a reaction SMILES: [C:34](=[O:35])([O-:36])[O-:37].[CH3:27][N:28]1[CH2:29][CH2:30][NH:31][CH2:32][CH2:33]1.[Cl:1][CH2:2][c:3]1[cH:4][cH:5][c:6](-[c:9]2[cH:10][c:11]3[c:12]([n:13][cH:14][n:15][c:16]3[NH:17][CH:18]([CH3:19])[c:20]3[cH:21][cH:22][cH:23][cH:24][cH:25]3)[nH:26]2)[cH:7][cH:8]1.[K+:38].[K+:39].[O:40]=[CH:41][N:42]([CH3:43])[CH3:44]>>[CH2:2]([c:3]1[cH:4][cH:5][c:6](-[c:9]2[cH:10][c:11]3[c:12]([n:13][cH:14][n:15][c:16]3[NH:17][CH:18]([CH3:19])[c:20]3[cH:21][cH:22][cH:23][cH:24][cH:25]3)[nH:26]2)[cH:7][cH:8]1)[N:31]1[CH2:30][CH2:29][N:28]([CH3:27])[CH2:33][CH2:32]1. RXN SMILES: [C:126]([O-:127])(=[O:128])[CH3:129].[C:131]([O-:132])(=[O:133])[CH3:134].[C:30](=[O:31])([O-:32])[O-:33].[CH3:135][c:136]1[cH:137][cH:138][cH:139][cH:140][cH:141]1.[CH:36]1([P:37]([CH:38]2[CH2:39][CH2:40][CH2:41][CH2:42][CH2:43]2)[c:44]2[cH:45][cH:46][cH:47][cH:48][c:49]2-[c:50]2[c:51]([CH:52]([CH3:53])[CH3:54])[cH:55][c:56]([CH:57]([CH3:58])[CH3:59])[cH:60][c:61]2[CH:62]([CH3:63])[CH3:64])[CH2:65][CH2:66][CH2:67][CH2:68][CH2:69]1.[Cs+:34].[Cs+:35].[I:21][c:22]1[cH:23][cH:24][c:25]([O:28][CH3:29])[cH:26][cH:27]1.[NH2:1][c:2]1[c:3]([C:4](=[O:5])[O:6][C:7]([CH3:8])([CH3:9])[CH3:10])[cH:11][cH:12][c:13](-[c:15]2[cH:16][cH:17][cH:18][cH:19][cH:20]2)[cH:14]1.[O:108]=[C:109]([CH:110]=[CH:111][c:112]1[cH:113][cH:114][cH:115][cH:116][cH:117]1)[CH:118]=[CH:119][c:120]1[cH:121][cH:122][cH:123][cH:124][cH:125]1.[O:72]=[C:73]([CH:74]=[CH:75][c:76]1[cH:77][cH:78][cH:79][cH:80][cH:81]1)[CH:82]=[CH:83][c:84]1[cH:85][cH:86][cH:87][cH:88][cH:89]1.[O:90]=[C:91]([CH:92]=[CH:93][c:94]1[cH:95][cH:96][cH:97][cH:98][cH:99]1)[CH:100]=[CH:101][c:102]1[cH:103][cH:104][cH:105][cH:106][cH:107]1.[Pd+2:130].[Pd:70].[Pd:71]>>[NH:1]([c:2]1[c:3]([C:4](=[O:5])[O:6][C:7]([CH3:8])([CH3:9])[CH3:10])[cH:11][cH:12][c:13](-[c:15]2[cH:16][cH:17][cH:18][cH:19][cH:20]2)[cH:14]1)[c:22]1[cH:23][cH:24][c:25]([O:28][CH3:29])[cH:26][cH:27]1. Reactants: CC(=O)[O-], CC(=O)[O-], O=C([O-])[O-], Cc1ccccc1, CC(C)c1cc(C(C)C)c(-c2ccccc2P(C2CCCCC2)C2CCCCC2)c(C(C)C)c1, [Cs+], [Cs+], COc1ccc(I)cc1, CC(C)(C)OC(=O)c1ccc(-c2ccccc2)cc1N, O=C(C=Cc1ccccc1)C=Cc1ccccc1, O=C(C=Cc1ccccc1)C=Cc1ccccc1, O=C(C=Cc1ccccc1)C=Cc1ccccc1, [Pd+2], [Pd], [Pd]. The product is COc1ccc(Nc2cc(-c3ccccc3)ccc2C(=O)OC(C)(C)C)cc1.